Dataset: the Open Reaction Database (ORD), a public repository of structured organic reaction records. Task: describe an organic reaction: reactants, conditions, products, and yield Starting materials: Clc1nccnc1N1CCNCC1, [H-], [Na+], C1COCCO1, O, OCCOc1cccc2cc[nH]c12. The product is c1cc(OCCOc2nccnc2N2CCNCC2)c2[nH]ccc2c1. Reaction SMILES: [Cl:22][c:23]1[n:24][cH:25][cH:26][n:27][c:28]1[N:29]1[CH2:30][CH2:31][NH:32][CH2:33][CH2:34]1.[H-:21].[Na+:20].[O:14]1[CH2:15][CH2:16][O:17][CH2:18][CH2:19]1.[OH2:35].[nH:1]1[cH:2][cH:3][c:4]2[cH:5][cH:6][cH:7][c:8]([O:10][CH2:11][CH2:12][OH:13])[c:9]12>>[nH:1]1[cH:2][cH:3][c:4]2[cH:5][cH:6][cH:7][c:8]([O:10][CH2:11][CH2:12][O:13][c:23]3[n:24][cH:25][cH:26][n:27][c:28]3[N:29]3[CH2:30][CH2:31][NH:32][CH2:33][CH2:34]3)[c:9]12. Reactants: FC1=C(C=CC(=C1F)O)C1=CCC(C=C1)(C1=CC=CC=C1)CCCCC (2,3-difluoro-4-hydroxy-4'-pentyl-p-terphenyl), C([O-])([O-])=O.[K+].[K+] (potassium carbonate), C1(=CC=C(C=C1)S(=O)(=O)OC[C@H](CCCCCC)F)C ((S)-2-fluorooctyl p-toluenesulfonate), F[C@H](CO)CCCCCC ((S)-2-fluorooctan-1-ol), C=1(C(=CC=CC1)S(=O)(=O)Cl)C (toluenesulfonyl chloride). Solvent: N1=CC=CC=C1 (pyridine), CN(C=O)C (dimethylformamide). Yields the product FC1=C(C=CC(=C1F)OCC(CCCCCC)F)C1=CC[C@@](C=C1)(C1=CC=CC=C1)CCCCC ((S)-2,3-difluoro-4-(2-fluorooctyloxy)-4'-pentyl-p-terphenyl). RXN SMILES: [F:1][C:2]1[C:7]([F:8])=[C:6]([OH:9])[CH:5]=[CH:4][C:3]=1[C:10]1[CH:15]=[CH:14][C:13]([CH2:22][CH2:23][CH2:24][CH2:25][CH3:26])([C:16]2[CH:21]=[CH:20][CH:19]=[CH:18][CH:17]=2)[CH2:12][CH:11]=1.C(=O)([O-])[O-].[K+].[K+].C1(C)C=CC(S(O[CH2:43][C@@H:44]([F:51])[CH2:45][CH2:46][CH2:47][CH2:48][CH2:49][CH3:50])(=O)=O)=CC=1.F[C@@H](CCCCCC)CO.C1(C)C(S(Cl)(=O)=O)=CC=CC=1>CN(C)C=O.N1C=CC=CC=1>[F:1][C:2]1[C:7]([F:8])=[C:6]([O:9][CH2:43][CH:44]([F:51])[CH2:45][CH2:46][CH2:47][CH2:48][CH2:49][CH3:50])[CH:5]=[CH:4][C:3]=1[C:10]1[CH:11]=[CH:12][C@@:13]([CH2:22][CH2:23][CH2:24][CH2:25][CH3:26])([C:16]2[CH:17]=[CH:18][CH:19]=[CH:20][CH:21]=2)[CH2:14][CH:15]=1 |f:1.2.3|. Procedure: 0.02 mol of 2,3-difluoro-4-hydroxy-4'-pentyl-p-terphenyl, 0.02 mol of potassium carbonate and 0.2 mol of (S)-2-fluorooctyl p-toluenesulfonate (prepared from (S)-2-fluorooctan-1-ol and toluenesulfonyl chloride in the presence of pyridine) are stirred at 60° for 15 hours in 25 ml of dimethylformamide. The undissolved salts are filtered off with suction, and water is added to the filtrate. Extractive work-up and subsequent column chromatography give the pure (S)-2,3-difluoro-4-(2-fluorooctyloxy)-4'...